Dataset: the Open Reaction Database (ORD), a public repository of structured organic reaction records. Task: describe an organic reaction: reactants, conditions, products, and yield The reactants are C1(CC1)COC1=CC2=C(C=C(O2)[C@@H]2CC[C@H](CC2)OCC(C)=O)C=C1 (1-({trans-4-[6-(cyclopropylmethoxy)-1-benzofuran-2-yl]cyclohexyl}oxy)propan-2-one), [BH4-].[Na+] (sodium borohydride). Solvent: C(C)O (ethanol). Run at temperature 0 celsius, time 1 hour. Yields the product C1(CC1)COC1=CC2=C(C=C(O2)[C@@H]2CC[C@H](CC2)OCC(C)O)C=C1 (1-({trans-4-[6-(cyclopropylmethoxy)-1-benzofuran-2-yl]cyclohexyl}oxy)propan-2-ol). Isolated yield 99.2%. Reaction SMILES: [CH:1]1([CH2:4][O:5][C:6]2[CH:25]=[CH:24][C:9]3[CH:10]=[C:11]([C@H:13]4[CH2:18][CH2:17][C@H:16]([O:19][CH2:20][C:21](=[O:23])[CH3:22])[CH2:15][CH2:14]4)[O:12][C:8]=3[CH:7]=2)[CH2:3][CH2:2]1.[BH4-].[Na+]>C(O)C>[CH:1]1([CH2:4][O:5][C:6]2[CH:25]=[CH:24][C:9]3[CH:10]=[C:11]([C@H:13]4[CH2:18][CH2:17][C@H:16]([O:19][CH2:20][CH:21]([OH:23])[CH3:22])[CH2:15][CH2:14]4)[O:12][C:8]=3[CH:7]=2)[CH2:3][CH2:2]1 |f:1.2|. Reported procedure: To a solution of 1-({trans-4-[6-(cyclopropylmethoxy)-1-benzofuran-2-yl]cyclohexyl}oxy)propan-2-one (556 mg) in ethanol (10 mL) was added sodium borohydride (123 mg) under ice-cooling. The mixture was stirred at 0° C. for 1 hr and extracted with ethyl acetate and 1M hydrochloric acid. The obtained organic layer was washed with saturated brine, dried over anhydrous magnesium sulfate, and concentrated under reduced pressure. The obtained residue was purified by silica gel chromatography (hexane/eth... The reactants are NC=1C=CC(=NC1)OC=1C=C2CCC(OC2=CC1)C1=CC=CC=C1 (5-Amino-2-(2-phenylchroman-6-yloxy)-pyridine), C1(CCC(=O)O1)=O (Succinic anhydride). Solvent: C(C)(=O)O (acetic acid). Product: C1(CCC(N1C=1C=CC(=NC1)OC=1C=C2CCC(OC2=CC1)C1=CC=CC=C1)=O)=O (5-Succinimido-2-(2-phenylchroman-6-yloxy)-pyridine). As a reaction SMILES: [NH2:1][C:2]1[CH:3]=[CH:4][C:5]([O:8][C:9]2[CH:10]=[C:11]3[C:16](=[CH:17][CH:18]=2)[O:15][CH:14]([C:19]2[CH:24]=[CH:23][CH:22]=[CH:21][CH:20]=2)[CH2:13][CH2:12]3)=[N:6][CH:7]=1.[C:25]1(=O)[O:30][C:28](=[O:29])[CH2:27][CH2:26]1>C(O)(=O)C>[C:25]1(=[O:30])[N:1]([C:2]2[CH:3]=[CH:4][C:5]([O:8][C:9]3[CH:10]=[C:11]4[C:16](=[CH:17][CH:18]=3)[O:15][CH:14]([C:19]3[CH:20]=[CH:21][CH:22]=[CH:23][CH:24]=3)[CH2:13][CH2:12]4)=[N:6][CH:7]=2)[C:28](=[O:29])[CH2:27][CH2:26]1. Reported procedure: 5-Amino-2-(2-phenylchroman-6-yloxy)-pyridine of Example 26 (0.16 g) was dissolved in 7.5 ml of glacial acetic acid under nitrogen. Succinic anhydride (0.0563 g) was added and the solution refluxed 60 minutes and solution was cooled and evaporated to dryness. Toluene (25 ml) was added and evaporated again to dryness. Product was purified by column chromatography (CH2Cl2:i-PrOH /95:5 as the eluant. 1H-NMR (400 MHz; d6-DMSO): δ 8.03 (d, 1H, J=2.6 Hz), 7.73 (dd, 1H, J=8.7 Hz, J=2.6 Hz), 7.48-7.31 (m... The reactants are C(C)(C)(C)OC(=O)N1CC2CN(CC2C1)CC=1SC=2N=C(N=C(C2N1)N1CCOCC1)Cl (5-(5-chloro-7-morpholin-4-yl-thiazolo[5,4-d]pyrimidin-2-ylmethyl)-hexahydro-pyrrolo[3,4-c]pyrrole-2-carboxylic acid tert-butyl ester), Cl.C(C)(C)(C)OC(=O)N1CCC2(CNC2)CC1 (2,7-diaza-spiro[3.5]nonane-7-carboxylic acid tert-butyl ester hydrochloride). The product is C(C)(C)(C)OC(=O)N1CCC2(CN(C2)CC=2SC=3N=C(N=C(C3N2)N2CCOCC2)Cl)CC1 (2-(5-Chloro-7-morpholin-4-yl-thiazolo[5,4-d]pyrimidin-2-ylmethyl)-2,7-diaza-spiro[3.5]nonane-7-carboxylic acid tert-butyl ester), solid. Yield: 71.0%. RXN SMILES: [C:1]([O:5][C:6]([N:8]1[CH2:15][CH:14]2[CH:10]([CH2:11][N:12]([CH2:16][C:17]3[S:18][C:19]4[N:20]=[C:21]([Cl:32])[N:22]=[C:23]([N:26]5[CH2:31][CH2:30][O:29][CH2:28][CH2:27]5)[C:24]=4[N:25]=3)[CH2:13]2)[CH2:9]1)=[O:7])([CH3:4])([CH3:3])[CH3:2].Cl.[C:34](OC(N1CCC2(CNC2)CC1)=O)(C)(C)C>>[C:1]([O:5][C:6]([N:8]1[CH2:15][CH2:34][C:14]2([CH2:13][N:12]([CH2:16][C:17]3[S:18][C:19]4[N:20]=[C:21]([Cl:32])[N:22]=[C:23]([N:26]5[CH2:27][CH2:28][O:29][CH2:30][CH2:31]5)[C:24]=4[N:25]=3)[CH2:11]2)[CH2:10][CH2:9]1)=[O:7])([CH3:4])([CH3:3])[CH3:2] |f:1.2|. Procedure: Prepared according to the method used in the preparation of 5-(5-chloro-7-morpholin-4-yl-thiazolo[5,4-d]pyrimidin-2-ylmethyl)-hexahydro-pyrrolo[3,4-c]pyrrole-2-carboxylic acid tert-butyl ester using 2,7-diaza-spiro[3.5]nonane-7-carboxylic acid tert-butyl ester hydrochloride in place of hexahydro-pyrrolo[3,4-c]pyrrole-2-carboxylic acid tert-butyl ester. The title compound was obtained as a white solid (70 mg, 71%). The yield is 51.3%. Procedure details: A solution of 2-(5-amino-2-propoxyphenyl)-8-azapurin-6-one (1.5 g) in anhydrous N-methylpyrrolid-2-one (7 ml) was treated with isopropyl isocyanate (0.5 g). The mixture was kept at room temperature overnight and then added to dilute aqueous ammonia solution (50 ml; 2 N). The resulting solution was acidified by treatment with concentrated hydrochloric acid, and the solid which separated was crystallised from methanol to give 2-[2-propoxy-5-(3-isopropylureido)phenyl]-8-azapurin-6-one (1.0 g), in t... The reactants are NC=1C=CC(=C(C1)C1=NC(C2=NN=NC2=N1)=O)OCCC (2-(5-amino-2-propoxyphenyl)-8-azapurin-6-one), C(C)(C)N=C=O (isopropyl isocyanate), Cl (hydrochloric acid), N (ammonia). The product is C(CC)OC1=C(C=C(C=C1)NC(=O)NC(C)C)C1=NC(C2=NN=NC2=N1)=O (2-[2-propoxy-5-(3-isopropylureido)phenyl]-8-azapurin-6-one). Reaction SMILES: [NH2:1][C:2]1[CH:3]=[CH:4][C:5]([O:18][CH2:19][CH2:20][CH3:21])=[C:6]([C:8]2[N:16]=[C:15]3[C:11](=[N:12][N:13]=[N:14]3)[C:10](=[O:17])[N:9]=2)[CH:7]=1.[CH:22]([N:25]=[C:26]=[O:27])([CH3:24])[CH3:23].N.Cl>CN1CCCC1=O>[CH2:19]([O:18][C:5]1[CH:4]=[CH:3][C:2]([NH:1][C:26]([NH:25][CH:22]([CH3:24])[CH3:23])=[O:27])=[CH:7][C:6]=1[C:8]1[N:16]=[C:15]2[C:11](=[N:12][N:13]=[N:14]2)[C:10](=[O:17])[N:9]=1)[CH2:20][CH3:21]. Conditions: time 8 hour. Solvent: CN1C(CCC1)=O (N-methylpyrrolid-2-one). Reactants: C(Cl)Cl (CH2Cl2), ClC1=CC=C(N=N1)N1C[C@@H]2[C@H](C1)CN(C2)C(=O)OC(C)(C)C ((3aR,6aS)-tert-butyl 5-(6-chloropyridazin-3-yl)hexahydropyrrolo[3,4-c]pyrrole-2(1H)-carboxylate), ClC=1C=CC(=C(C1)O)B1OC(C(O1)(C)C)(C)C (5-chloro-2-(4,4,5,5-tetramethyl-1,3,2-dioxaborolan-2-yl)phenol), C([O-])([O-])=O.[Na+].[Na+] (sodium carbonate). The reagents and catalysts are C1=CC=C(C=C1)P([C-]2C=CC=C2)C3=CC=CC=C3.C1=CC=C(C=C1)P([C-]2C=CC=C2)C3=CC=CC=C3.Cl[Pd]Cl.[Fe+2] (PdCl2(dppf)). The solvent is O1CCOCC1 (dioxane), O (water). Run at temperature 90 celsius. Yields the product ClC1=CC(=C(C=C1)C1=CC=C(N=N1)N1C[C@@H]2[C@H](C1)CN(C2)C(=O)OC(C)(C)C)O ((3aR,6aS)-tert-butyl 5-(6-(4-chloro-2-hydroxyphenyl)pyridazin-3-yl)hexahydropyrrolo[3,4-c]pyrrole-2(1H)-carboxylate). Yield: 43.2%. Reaction SMILES: Cl[C:2]1[N:7]=[N:6][C:5]([N:8]2[CH2:12][C@@H:11]3[CH2:13][N:14]([C:16]([O:18][C:19]([CH3:22])([CH3:21])[CH3:20])=[O:17])[CH2:15][C@@H:10]3[CH2:9]2)=[CH:4][CH:3]=1.[Cl:23][C:24]1[CH:25]=[CH:26][C:27](B2OC(C)(C)C(C)(C)O2)=[C:28]([OH:30])[CH:29]=1.C(=O)([O-])[O-].[Na+].[Na+].C(Cl)Cl>O1CCOCC1.O.C1C=CC(P(C2C=CC=CC=2)[C-]2C=CC=C2)=CC=1.C1C=CC(P(C2C=CC=CC=2)[C-]2C=CC=C2)=CC=1.Cl[Pd]Cl.[Fe+2]>[Cl:23][C:24]1[CH:25]=[CH:26][C:27]([C:2]2[N:7]=[N:6][C:5]([N:8]3[CH2:12][C@@H:11]4[CH2:13][N:14]([C:16]([O:18][C:19]([CH3:21])([CH3:20])[CH3:22])=[O:17])[CH2:15][C@@H:10]4[CH2:9]3)=[CH:4][CH:3]=2)=[C:28]([OH:30])[CH:29]=1 |f:2.3.4,8.9.10.11|. Procedure details: The reaction mixture of (3aR,6aS)-tert-butyl 5-(6-chloropyridazin-3-yl)hexahydropyrrolo[3,4-c]pyrrole-2(1H)-carboxylate (325 mg, 1 mmol), 5-chloro-2-(4,4,5,5-tetramethyl-1,3,2-dioxaborolan-2-yl)phenol (280 mg, 1.100 mmol), sodium carbonate (318 mg, 3.00 mmol) and PdCl2(dppf).CH2Cl2 (61.2 mg, 0.075 mmol) in dioxane (5 mL) and water (5.00 mL) was degassed by bubbling N2 for 10 minutes. After heating at 90° C. overnight, the reaction mixture was filtered through celite and washed with EtOAc. The fi... Reactants: CC(C)(C)c1ccc(S(=O)(=O)Cl)cc1, COc1ccc(N)cn1. Yields the product COc1ccc(NS(=O)(=O)c2ccc(C(C)(C)C)cc2)cn1. Reaction SMILES: [C:10]([CH3:11])([CH3:12])([CH3:13])[c:14]1[cH:15][cH:16][c:17]([S:20](=[O:21])(=[O:22])[Cl:23])[cH:18][cH:19]1.[CH3:1][O:2][c:3]1[cH:4][cH:5][c:6]([NH2:9])[cH:7][n:8]1>>[CH3:1][O:2][c:3]1[cH:4][cH:5][c:6]([NH:9][S:20]([c:17]2[cH:16][cH:15][c:14]([C:10]([CH3:11])([CH3:12])[CH3:13])[cH:19][cH:18]2)(=[O:21])=[O:22])[cH:7][n:8]1. Starting materials: C1CCOC1, COc1cc2ncnc(Oc3cccc(N)c3)c2cc1OC, CCOCC, CN(C)c1ccncc1, CC(C)c1cc(NC(=O)Oc2ccccc2)n(-c2ccccc2)n1. The product is COc1cc2ncnc(Oc3cccc(NC(=O)Nc4cc(C(C)C)nn4-c4ccccc4)c3)c2cc1OC. As a reaction SMILES: [CH2:52]1[O:53][CH2:54][CH2:55][CH2:56]1.[CH3:1][O:2][c:3]1[cH:4][c:5]2[c:6]([O:15][c:16]3[cH:17][c:18]([NH2:19])[cH:20][cH:21][cH:22]3)[n:7][cH:8][n:9][c:10]2[cH:11][c:12]1[O:13][CH3:14].[CH3:47][CH2:48][O:49][CH2:50][CH3:51].[CH3:57][N:58]([c:59]1[cH:60][cH:61][n:62][cH:63][cH:64]1)[CH3:65].[CH:23]([CH3:24])([CH3:25])[c:26]1[n:27][n:28](-[c:41]2[cH:42][cH:43][cH:44][cH:45][cH:46]2)[c:29]([NH:31][C:32]([O:33][c:35]2[cH:36][cH:37][cH:38][cH:39][cH:40]2)=[O:34])[cH:30]1>>[CH3:1][O:2][c:3]1[cH:4][c:5]2[c:6]([O:15][c:16]3[cH:17][c:18]([NH:19][C:32]([NH:31][c:29]4[n:28](-[c:41]5[cH:42][cH:43][cH:44][cH:45][cH:46]5)[n:27][c:26]([CH:23]([CH3:24])[CH3:25])[cH:30]4)=[O:33])[cH:20][cH:21][cH:22]3)[n:7][cH:8][n:9][c:10]2[cH:11][c:12]1[O:13][CH3:14]. The reactants are C(C)(=O)OC=1C=C2C(C(=COC2=CC1OC(C)=O)C(=O)O)=O (6,7-diacetoxychromone-3-carboxylic acid), C1=CC=CC=C1 (benzene), S(=O)(Cl)Cl (thionyl chloride), CN(C=O)C (dimethylformamide). The solvent is CCCCCC (hexane). The product is C(C)(=O)OC=1C=C2C(C(=COC2=CC1OC(C)=O)C(=O)Cl)=O (6,7-Diacetoxychromone-3-carbonyl chloride). The yield is 90.2%. Reaction SMILES: [C:1]([O:4][C:5]1[CH:6]=[C:7]2[C:12](=[CH:13][C:14]=1[O:15][C:16](=[O:18])[CH3:17])[O:11][CH:10]=[C:9]([C:19](O)=[O:20])[C:8]2=[O:22])(=[O:3])[CH3:2].C1C=CC=CC=1.S(Cl)([Cl:31])=O.CN(C)C=O>CCCCCC>[C:1]([O:4][C:5]1[CH:6]=[C:7]2[C:12](=[CH:13][C:14]=1[O:15][C:16](=[O:18])[CH3:17])[O:11][CH:10]=[C:9]([C:19]([Cl:31])=[O:20])[C:8]2=[O:22])(=[O:3])[CH3:2]. Reported procedure: A mixture of 6,7-diacetoxychromone-3-carboxylic acid (18.4 g), benzene (450 ml), 8.6 g of thionyl chloride (8.6 g) and dimethylformamide (3 ml) was refluxed for one hour and then cooled to room temperature. To the reaction mixture was added hexane (300 ml) and the precipitate separated out was recovered by filtration. There was thus obtained the desired product (17.6 g).